From a dataset of the Open Reaction Database (ORD), a public repository of structured organic reaction records. describe an organic reaction: reactants, conditions, products, and yield Starting materials: [Li]CCCC, CCOCC, CC(C)[Si](OS(=O)(=O)C(F)(F)F)(C(C)C)C(C)C, c1cocn1. As a reaction SMILES: [CH3:1][CH2:2][CH2:3][CH2:4][Li:5].[CH3:29][CH2:30][O:31][CH2:32][CH3:33].[S:11]([O:12][Si:19]([CH:20]([CH3:21])[CH3:22])([CH:23]([CH3:24])[CH3:25])[CH:26]([CH3:27])[CH3:28])([C:13]([F:14])([F:15])[F:16])(=[O:17])=[O:18].[o:6]1[cH:7][n:8][cH:9][cH:10]1>>[o:6]1[c:7]([Si:19]([CH:20]([CH3:21])[CH3:22])([CH:23]([CH3:24])[CH3:25])[CH:26]([CH3:27])[CH3:28])[n:8][cH:9][cH:10]1. Yields the product CC(C)[Si](c1ncco1)(C(C)C)C(C)C. Starting materials: CN(C)C1CCNCC1, COc1cc(F)c(C)cc1[N+](=O)[O-]. Product: COc1cc(N2CCC(N(C)C)CC2)c(C)cc1[N+](=O)[O-]. As a reaction SMILES: [CH3:14][N:15]([CH:16]1[CH2:17][CH2:18][NH:19][CH2:20][CH2:21]1)[CH3:22].[F:1][c:2]1[c:3]([CH3:13])[cH:4][c:5]([N+:10](=[O:11])[O-:12])[c:6]([O:8][CH3:9])[cH:7]1>>[c:2]1([N:19]2[CH2:18][CH2:17][CH:16]([N:15]([CH3:14])[CH3:22])[CH2:21][CH2:20]2)[c:3]([CH3:13])[cH:4][c:5]([N+:10](=[O:11])[O-:12])[c:6]([O:8][CH3:9])[cH:7]1. Starting materials: ClC1=CC=C(C=C1)N1N=NC(=C1N)C(=O)OCCCC (n-butyl 1-(4-chlorophenyl)-5-amino-1H-1,2,3-triazole-4-carboxylate), ClCCN(C)C (1-chloro-2-dimethylamino-ethane). Run in CN(C=O)C (dimethylformamide). The product is Cl.CN(CCN1N=C(C(=N1)C(=O)OCCCC)NC1=CC=C(C=C1)Cl)C (n-Butyl 2-(2-dimethylamino-ethyl)-5-(4-chlorophenylamino)-2H-1,2,3-triazole-4-carboxylate hydrochloride). Reaction SMILES: [Cl:1][C:2]1[CH:7]=[CH:6][C:5]([N:8]2[C:12]([NH2:13])=[C:11]([C:14]([O:16][CH2:17][CH2:18][CH2:19][CH3:20])=[O:15])[N:10]=[N:9]2)=[CH:4][CH:3]=1.Cl[CH2:22][CH2:23][N:24]([CH3:26])[CH3:25]>CN(C)C=O>[ClH:1].[CH3:25][N:24]([CH3:26])[CH2:23][CH2:22][N:9]1[N:10]=[C:11]([C:14]([O:16][CH2:17][CH2:18][CH2:19][CH3:20])=[O:15])[C:12]([NH:8][C:5]2[CH:6]=[CH:7][C:2]([Cl:1])=[CH:3][CH:4]=2)=[N:13]1 |f:3.4|. Procedure: A mixture consisting of 6.0 gm (0.02 mol) of n-butyl 1-(4-chlorophenyl)-5-amino-1H-1,2,3-triazole-4-carboxylate, 100 ml of absolute dimethylformamide and 4.3 gm (0.04 mol) of 1-chloro-2-dimethylamino-ethane was reacted as in Example 1, the reaction mixture was evaporated, the residue was dissolved in 2N hydrochloric acid and water, and the solution was extracted with ether at stepwisely increasing pH values. After evaporation of those ether phases shown to be pure by thin-layer chromatography, t... Reactants: CCOP(=O)(OCC)C(F)(F)c1ccc([N+](=O)[O-])cc1, CO. The product is CCOP(=O)(OCC)C(F)(F)c1ccc(N)cc1. Reaction SMILES: [CH2:1]([CH3:2])[O:3][P:4]([O:5][CH2:6][CH3:7])(=[O:8])[C:9]([F:10])([F:11])[c:12]1[cH:13][cH:14][c:15]([N+:18]([O-:19])=[O:20])[cH:16][cH:17]1.[CH3:21][OH:22]>>[CH2:1]([CH3:2])[O:3][P:4]([O:5][CH2:6][CH3:7])(=[O:8])[C:9]([F:10])([F:11])[c:12]1[cH:13][cH:14][c:15]([NH2:18])[cH:16][cH:17]1. The reactants are C(CCC)C1C(OC(OC1=O)(C)C)=O (5-butyl-2,2-dimethyl-1,3-dioxane-4,6-dione), C(C)O (ethanol). Yields the product O=C(CC(=O)OCC)CCC (ethyl 3-oxohexanoate). Yield: 72.0%. Reaction SMILES: [CH2:1]([CH:5]1C(=O)O[C:8](C)([CH3:12])[O:7][C:6]1=[O:14])[CH2:2][CH2:3][CH3:4].C([OH:17])C>>[O:17]=[C:1]([CH2:2][CH2:3][CH3:4])[CH2:5][C:6]([O:7][CH2:8][CH3:12])=[O:14]. Procedure details: The 5-butyl-2,2-dimethyl-1,3-dioxane-4,6-dione thus obtained was allowed to reflux in ethanol for 2 hours, and then concentrated under reduced pressure. The resulting residue was purified using silica gel chromatography (developing solvent: n-hexane/ethyl acetate=8/2) to obtain the ethyl 3-oxohexanoate shown by the formula below. As a reaction SMILES: [C:6]12([CH2:16][NH:17][C:18](=[O:19])[c:20]3[cH:21][cH:22][cH:23][n:24]4[c:25]([C:29]([c:30]5[cH:31][c:32]([C:36]#[N:37])[cH:33][cH:34][cH:35]5)=[O:38])[cH:26][cH:27][c:28]34)[CH2:7][CH:8]3[CH2:9][CH:10]([CH2:11][CH:12]([CH2:13]1)[CH2:14]3)[CH2:15]2.[S:1]([OH:2])(=[O:3])(=[O:4])[OH:5]>>[O:2]=[C:36]([c:32]1[cH:31][c:30]([C:29]([c:25]2[n:24]3[cH:23][cH:22][cH:21][c:20]([C:18]([NH:17][CH2:16][C:6]45[CH2:7][CH:8]6[CH2:9][CH:10]([CH2:11][CH:12]([CH2:13]4)[CH2:14]6)[CH2:15]5)=[O:19])[c:28]3[cH:27][cH:26]2)=[O:38])[cH:35][cH:34][cH:33]1)[NH2:37]. Yields the product NC(=O)c1cccc(C(=O)c2ccc3c(C(=O)NCC45CC6CC(CC(C6)C4)C5)cccn23)c1. Reactants: N#Cc1cccc(C(=O)c2ccc3c(C(=O)NCC45CC6CC(CC(C6)C4)C5)cccn23)c1, O=S(=O)(O)O. The reactants are N(=O)N1CC(CC2=CC=CC=C12)C1=CC=NC=C1 (1-nitroso-3-(pyridin-4-yl)-1,2,3,4-tetrahydroquinoline), [Cl-].[NH4+] (ammonium chloride), O (water), CC(=O)C (acetone). The reagents and catalysts are [Zn] (zinc). Conditions: temperature 0 celsius, time 1 hour. The product is CC(C)=NN1CC(CC2=CC=CC=C12)C1=CC=NC=C1 (N-(propan-2-ylidene)-3-(pyridin-4-yl)-3,4-dihydroquinolin-1(2H)-amine). RXN SMILES: [N:1]([N:3]1[C:12]2[C:7](=[CH:8][CH:9]=[CH:10][CH:11]=2)[CH2:6][CH:5]([C:13]2[CH:18]=[CH:17][N:16]=[CH:15][CH:14]=2)[CH2:4]1)=O.[Cl-].[NH4+].O.[CH3:22][C:23]([CH3:25])=O>[Zn]>[CH3:22][C:23](=[N:1][N:3]1[C:12]2[C:7](=[CH:8][CH:9]=[CH:10][CH:11]=2)[CH2:6][CH:5]([C:13]2[CH:18]=[CH:17][N:16]=[CH:15][CH:14]=2)[CH2:4]1)[CH3:25] |f:1.2|. Procedure details: To a solution of 1-nitroso-3-(pyridin-4-yl)-1,2,3,4-tetrahydroquinoline (0.41 g, 0.00171 mol) in acetone (22 mL) was added saturated ammonium chloride solution (1.4 mL) and water (1.4 mL) at RT. The resulting brown colored reaction mixture was cooled to 0° C., and then zinc dust (0.669 g, 0.0102 mol) was added portionwise at 0° C. After addition, the reaction mixture was warmed to RT and stirred for 1 h. After completion of reaction (monitored by TLC), solvent was removed under reduced pressure ... The reactants are [Al+3], CO, [Cl-], [Cl-], [Cl-], ClCCl, N#Cc1cnccn1. The product is Cc1nccnc1C#N. Reaction SMILES: [Al+3:10].[CH3:13][OH:14].[Cl-:11].[Cl-:12].[Cl-:9].[Cl:15][CH2:16][Cl:17].[n:1]1[c:2]([C:7]#[N:8])[cH:3][n:4][cH:5][cH:6]1>>[n:1]1[c:2]([C:7]#[N:8])[c:3]([CH3:13])[n:4][cH:5][cH:6]1. The reactants are C([O-])([O-])=O.[Na+].[Na+] (sodium carbonate), C1(=CC=CC=C1)C (toluene), BrC=1C2=CC=CC=C2C(=C2C=CC=CC12)Br (9,10-dibromoanthracene), CC1=CC=C(C=C1)N(C1=CC=C(C=C1)C)C1=CC=C(C=C1)B(O)O (bis(4-methylphenyl)aminobenzene-4-boronic acid), C([O-])([O-])=O.[Na+].[Na+] (sodium carbonate). The reagents and catalysts are C=1C=CC(=CC1)[P](C=2C=CC=CC2)(C=3C=CC=CC3)[Pd]([P](C=4C=CC=CC4)(C=5C=CC=CC5)C=6C=CC=CC6)([P](C=7C=CC=CC7)(C=8C=CC=CC8)C=9C=CC=CC9)[P](C=1C=CC=CC1)(C=1C=CC=CC1)C=1C=CC=CC1 (tetrakis(triphenylphosphine)palladium). Run in O (water), C(C)O (ethanol), O (water), C(C)(=O)OCC (ethyl acetate). Run at temperature 80 celsius, time 30 minute. The product is CC1=CC=C(C=C1)N(C=1C2=CC=CC=C2C(=C2C=CC=C(C12)C1=CC=CC=C1)Br)C1=CC=C(C=C1)C (9-[bis(4-methylphenyl)amino]phenyl-10-bromoanthracene). RXN SMILES: Br[C:2]1[C:3]2[C:8]([C:9]([Br:16])=[C:10]3[C:15]=1[CH:14]=[CH:13][CH:12]=[CH:11]3)=[CH:7][CH:6]=[CH:5][CH:4]=2.[CH3:17][C:18]1[CH:23]=[CH:22][C:21]([N:24](C2C=CC(B(O)O)=CC=2)[C:25]2[CH:30]=[CH:29][C:28]([CH3:31])=[CH:27][CH:26]=2)=[CH:20][CH:19]=1.[C:41]1(C)[CH:46]=[CH:45][CH:44]=[CH:43][CH:42]=1.C(=O)([O-])[O-].[Na+].[Na+]>O.C1C=CC([P]([Pd]([P](C2C=CC=CC=2)(C2C=CC=CC=2)C2C=CC=CC=2)([P](C2C=CC=CC=2)(C2C=CC=CC=2)C2C=CC=CC=2)[P](C2C=CC=CC=2)(C2C=CC=CC=2)C2C=CC=CC=2)(C2C=CC=CC=2)C2C=CC=CC=2)=CC=1.C(OCC)(=O)C.C(O)C>[CH3:17][C:18]1[CH:19]=[CH:20][C:21]([N:24]([C:25]2[CH:26]=[CH:27][C:28]([CH3:31])=[CH:29][CH:30]=2)[C:2]2[C:3]3[C:8]([C:9]([Br:16])=[C:10]4[C:15]=2[C:14]([C:41]2[CH:46]=[CH:45][CH:44]=[CH:43][CH:42]=2)=[CH:13][CH:12]=[CH:11]4)=[CH:7][CH:6]=[CH:5][CH:4]=3)=[CH:22][CH:23]=1 |f:3.4.5,^1:58,60,79,98|. Procedure: In a nitrogen flow, 1 g (2.98 mmol) of 9,10-dibromoanthracene and 1.44 g (4.46 mmol) of bis(4-methylphenyl)aminobenzene-4-boronic acid were dissolved and stirred in a deaerated mixture solvent of 100 ml of toluene and 50 ml of ethanol, followed by dropping a sodium carbonate aqueous solution prepared by dissolving 9 g of anhydrous sodium carbonate in 45 ml of water. After stirring the mixture for 30 minutes, 257 mg (0.223 mmol) of tetrakis(triphenylphosphine)palladium was added thereto. Then, th...